Dataset: the Open Reaction Database (ORD), a public repository of structured organic reaction records. Task: describe an organic reaction: reactants, conditions, products, and yield Starting materials: stainless steel, C=C (ethylene), [N+](=O)([O-])C1=CC=CC=C1 (nitrobenzene), iodo (4-iodophenyl) bis(triphenylphosphine)-palladium, CC1=NC2=CC=CC=C2C=C1 (2-methylquinoline). Conditions: temperature 160 celsius. Yields the product NC1=CC=CC=C1 (aniline), [N+](=O)([O-])C1=CC=CC=C1 (nitrobenzene). Yield: 7.1%. RXN SMILES: [N+:1]([C:4]1[CH:9]=[CH:8][CH:7]=[CH:6][CH:5]=1)([O-:3])=[O:2].C=C.CC1C=CC2C(=CC=CC=2)N=1>>[NH2:1][C:4]1[CH:9]=[CH:8][CH:7]=[CH:6][CH:5]=1.[N+:1]([C:4]1[CH:9]=[CH:8][CH:7]=[CH:6][CH:5]=1)([O-:3])=[O:2]. Procedure details: Twenty grams of nitrobenzene and 1.1 grams of iodo (4-iodophenyl) bis(triphenylphosphine)-palladium was placed in a 300 ml. stainless steel rocking autoclave. This was sealed and pressurized with ethylene to 600 psi and heated to 160° C. This temperature was maintained for 17 hours. The autoclave was then cooled and vented. After opening the vessel the reaction mixture was analyzed by gas chromatography. This analysis showed that 6.8 grams of 2-methylquinoline (54.0% efficiency) was obtained tog... RXN SMILES: [CH3:31][C:32]([CH3:33])=[O:34].[CH:21]1([N:27]=[C:28]=[S:29])[CH2:22][CH2:23][CH2:24][CH2:25][CH2:26]1.[CH:3]1([NH:10][c:11]2[c:12]([S:17](=[O:18])(=[O:19])[NH2:20])[cH:13][n:14][cH:15][cH:16]2)[CH2:4][CH2:5][CH2:6][CH2:7][CH2:8][CH2:9]1.[Na+:2].[OH-:1].[OH2:30].[OH2:35]>>[CH:3]1([NH:10][c:11]2[c:12]([S:17](=[O:18])(=[O:19])[NH:20][C:28]([NH:27][CH:21]3[CH2:22][CH2:23][CH2:24][CH2:25][CH2:26]3)=[S:29])[cH:13][n:14][cH:15][cH:16]2)[CH2:4][CH2:5][CH2:6][CH2:7][CH2:8][CH2:9]1. The reactants are CC(C)=O, S=C=NC1CCCCC1, NS(=O)(=O)c1cnccc1NC1CCCCCC1, [Na+], [OH-], O, O. Product: O=S(=O)(NC(=S)NC1CCCCC1)c1cnccc1NC1CCCCCC1. The reactants are C[Al](C)C (trimethylaluminum), O (water), CuBr, solution, C(C)(C)=C1C(CC(CC1)C)=O (2-isopropylidene-5-methyl-cyclohexan-1-one). Run in C(C)(=O)OCC (ethyl acetate), C(C)(=O)OCC (ethyl acetate), C1(=CC=CC=C1)C (toluene). Conditions: temperature 25 celsius. Yields the product C(C)(C)(C)C1C(CC(CC1)C)=O (2-tert-butyl-5-methyl-cyclohexanone). The yield is 67.3%. As a reaction SMILES: [CH3:1][Al](C)C.[C:5](=[C:8]1[CH2:13][CH2:12][CH:11]([CH3:14])[CH2:10][C:9]1=[O:15])([CH3:7])[CH3:6].O>C1(C)C=CC=CC=1.C(OCC)(=O)C>[C:5]([CH:8]1[CH2:13][CH2:12][CH:11]([CH3:14])[CH2:10][C:9]1=[O:15])([CH3:1])([CH3:7])[CH3:6]. Procedure details: 28.5 ml (33 mmol) of trimethylaluminum as 10% solution in toluene is instilled in 4.56 g (30 mmol) of 2-isopropylidene-5-methyl-cyclohexan-1-one (pulegone) and 214.5 mg (1.5 mmol) of CuBr in 30 ml of ethyl acetate. The reaction solution is stirred for 1 more hour at 25° C. For hydrolysis, 2 ml of water is carefully added and stirred for 15 more minutes. The inorganic solid is suctioned off, rewashed with ethyl acetate and the solution is concentrated by evaporation in a vacuum. Distillation of t... The reactants are ClC=1C=C2C(=C(N(C2=CC1)S(=O)(=O)C1=CC=CC=C1)C(=O)OCC)S(=O)(=O)Cl (ethyl 5-chloro-3-(chlorosulfonyl)-1-(phenylsulfonyl)-1H-indole-2-carboxylate), C1(CC1)N (cyclopropylamine), IC=1C=C2C(=C(N(C2=CC1)S(=O)(=O)C1=CC=CC=C1)C(=O)OCC)S(=O)(=O)Cl (ethyl 5-iodo-3-(chlorosulfonyl)-1-(phenylsulfonyl)-1H-indole-2-carboxylate), Cl.CN (methylamine hydrochloride). Yields the product IC=1C=C2C(=C(NC2=CC1)C(=O)N)S(=O)(=O)NC1CC1 (5-Iodo-3-[(cyclopropylamino)sulfonyl]-1H-indole-2-carboxamide). Reaction SMILES: ClC1C=C2[C:8](=[CH:9][CH:10]=1)[N:7](S(C1C=CC=CC=1)(=O)=O)C(C(OCC)=O)=C2S(Cl)(=O)=O.[I:29][C:30]1[CH:31]=[C:32]2[C:36](=[CH:37][CH:38]=1)[N:35](S(C1C=CC=CC=1)(=O)=O)[C:34]([C:48]([O:50]CC)=O)=[C:33]2[S:53](Cl)(=[O:55])=[O:54].Cl.CN.C1([NH2:63])CC1>>[I:29][C:30]1[CH:31]=[C:32]2[C:36](=[CH:37][CH:38]=1)[NH:35][C:34]([C:48]([NH2:63])=[O:50])=[C:33]2[S:53]([NH:7][CH:8]1[CH2:9][CH2:10]1)(=[O:54])=[O:55] |f:2.3|. Reported procedure: Following the procedures described in Steps D and E of Example 1, replacing in Step D ethyl 5-chloro-3-(chlorosulfonyl)-1-(phenylsulfonyl)-1H-indole-2-carboxylate with ethyl 5-iodo-3-(chlorosulfonyl)-1-(phenylsulfonyl)-1H-indole-2-carboxylate, and methylamine hydrochloride with cyclopropylamine, the title compound was obtained. Proton NMR for the product was consistent with the titled compound. ESI+ MS: 406.13 [M+H]+. The reactants are ClCCl, O=c1cc(OCc2ccc(F)cc2)ccn1CCc1ccc(CO)cc1, BrP(Br)Br. The product is O=c1cc(OCc2ccc(F)cc2)ccn1CCc1ccc(CBr)cc1. RXN SMILES: [Cl:31][CH2:32][Cl:33].[F:1][c:2]1[cH:3][cH:4][c:5]([CH2:6][O:7][c:8]2[cH:9][c:10](=[O:24])[n:11]([CH2:14][CH2:15][c:16]3[cH:17][cH:18][c:19]([CH2:22][OH:23])[cH:20][cH:21]3)[cH:12][cH:13]2)[cH:25][cH:26]1.[P:27]([Br:28])([Br:29])[Br:30]>>[F:1][c:2]1[cH:3][cH:4][c:5]([CH2:6][O:7][c:8]2[cH:9][c:10](=[O:24])[n:11]([CH2:14][CH2:15][c:16]3[cH:17][cH:18][c:19]([CH2:22][Br:28])[cH:20][cH:21]3)[cH:12][cH:13]2)[cH:25][cH:26]1. Starting materials: CCOC(=O)CC1CCc2cc(OCCCBr)ccc21, Nc1ncc(Br)cn1, [Cl-], [H-], [NH4+], [Na+], CN(C)C=O. The product is CCOC(=O)CC1CCc2cc(OCCCNc3ncc(Br)cn3)ccc21. Reaction SMILES: [Br:11][CH2:12][CH2:13][CH2:14][O:15][c:16]1[cH:17][c:18]2[c:22]([cH:23][cH:24]1)[CH:21]([CH2:25][C:26](=[O:27])[O:28][CH2:29][CH3:30])[CH2:20][CH2:19]2.[Br:1][c:2]1[cH:3][n:4][c:5]([NH2:8])[n:6][cH:7]1.[Cl-:31].[H-:10].[NH4+:32].[Na+:9].[O:33]=[CH:34][N:35]([CH3:36])[CH3:37]>>[Br:1][c:2]1[cH:3][n:4][c:5]([NH:8][CH2:12][CH2:13][CH2:14][O:15][c:16]2[cH:17][c:18]3[c:22]([cH:23][cH:24]2)[CH:21]([CH2:25][C:26](=[O:27])[O:28][CH2:29][CH3:30])[CH2:20][CH2:19]3)[n:6][cH:7]1. The reactants are ClC1=CC=C(C=C1)C(C1=C(C=NC=2N(C(N(C(C21)=O)CCCOC2OCCCC2)=O)C)C2=C(C=CC=C2)C(C)C)O (5-((4-chlorophenyl)(hydroxy)methyl)-6-(2-isopropylphenyl)-1-methyl-3-(3-(tetrahydro-2H-pyran-2-yloxy)propyl)pyrido[2,3-d]pyrimidine-2,4(1H,3H)-dione), Cl.CO (HCl MeOH). Run in CO (MeOH). Conditions: time 18 hour. Product: ClC1=CC=C(C=C1)C(C1=C(C=NC=2N(C(N(C(C21)=O)CCCO)=O)C)C2=C(C=CC=C2)C(C)C)O (5-((4-chlorophenyl)(hydroxy)methyl)-3-(3-hydroxypropyl)-6-(2-isopropylphenyl)-1-methylpyrido[2,3-d]pyrimidine-2,4(1H,3H)-dione). Isolated yield 34.9%. RXN SMILES: [Cl:1][C:2]1[CH:7]=[CH:6][C:5]([CH:8]([OH:41])[C:9]2[C:18]3[C:17](=[O:19])[N:16]([CH2:20][CH2:21][CH2:22][O:23]C4CCCCO4)[C:15](=[O:30])[N:14]([CH3:31])[C:13]=3[N:12]=[CH:11][C:10]=2[C:32]2[CH:37]=[CH:36][CH:35]=[CH:34][C:33]=2[CH:38]([CH3:40])[CH3:39])=[CH:4][CH:3]=1.Cl.CO>CO>[Cl:1][C:2]1[CH:7]=[CH:6][C:5]([CH:8]([OH:41])[C:9]2[C:18]3[C:17](=[O:19])[N:16]([CH2:20][CH2:21][CH2:22][OH:23])[C:15](=[O:30])[N:14]([CH3:31])[C:13]=3[N:12]=[CH:11][C:10]=2[C:32]2[CH:37]=[CH:36][CH:35]=[CH:34][C:33]=2[CH:38]([CH3:39])[CH3:40])=[CH:4][CH:3]=1 |f:1.2|. Reported procedure: To a solution of 5-((4-chlorophenyl)(hydroxy)methyl)-6-(2-isopropylphenyl)-1-methyl-3-(3-(tetrahydro-2H-pyran-2-yloxy)propyl)pyrido[2,3-d]pyrimidine-2,4(1H,3H)-dione (50 mg, 0.087 mmol) in MeOH (2 mL) was added saturated HCl/MeOH (2 mL, MeOH was saturated by HCl gas at 0° C.). The reaction was stirred at RT for 18 h, concentrated then diluted with EA (10 mL) and aq. NaHCO3 (3 mL). The organic layer was dried over Na2SO4 and concentrated to a residue which was purified by Prep HPLC to give 5-((4-... Reactants: CC[SiH](CC)CC, ClCCl, OC(c1ccncc1)c1c[nH]c2ccc(F)cc12, O=C(O)C(F)(F)F. The product is Fc1ccc2[nH]cc(Cc3ccncc3)c2c1. Reaction SMILES: [CH2:19]([SiH:20]([CH2:21][CH3:22])[CH2:23][CH3:24])[CH3:25].[CH2:33]([Cl:34])[Cl:35].[F:1][c:2]1[cH:3][c:4]2[c:5]([CH:11]([OH:12])[c:13]3[cH:14][cH:15][n:16][cH:17][cH:18]3)[cH:6][nH:7][c:8]2[cH:9][cH:10]1.[OH:26][C:27]([C:28]([F:29])([F:30])[F:31])=[O:32]>>[F:1][c:2]1[cH:3][c:4]2[c:5]([CH2:11][c:13]3[cH:14][cH:15][n:16][cH:17][cH:18]3)[cH:6][nH:7][c:8]2[cH:9][cH:10]1.